Dataset: the Open Reaction Database (ORD), a public repository of structured organic reaction records. Task: describe an organic reaction: reactants, conditions, products, and yield Starting materials: CO, CCN1CCN(c2ccc([N+](=O)[O-])c(Cl)c2)CC1. Yields the product CCN1CCN(c2ccc(N)c(Cl)c2)CC1. As a reaction SMILES: [CH3:19][OH:20].[Cl:1][c:2]1[cH:3][c:4]([N:11]2[CH2:12][CH2:13][N:14]([CH2:17][CH3:18])[CH2:15][CH2:16]2)[cH:5][cH:6][c:7]1[N+:8]([O-:9])=[O:10]>>[Cl:1][c:2]1[cH:3][c:4]([N:11]2[CH2:12][CH2:13][N:14]([CH2:17][CH3:18])[CH2:15][CH2:16]2)[cH:5][cH:6][c:7]1[NH2:8]. Reactants: O(C1=CC=CC=C1)CCN (2-Phenoxyethylamine), C(C1=CC=CC=C1)N(CC(=O)O)CC(=O)O (N-benzyliminodiacetic acid). The solvent is C(Cl)(Cl)Cl (chloroform). Product: O(C1=CC=CC=C1)CCN1C(CN(CC1=O)CC1=CC=CC=C1)=O (1-(2-Phenoxyethyl)-4-benzyl-2,6-piperazinedione). The yield is 64.8%. RXN SMILES: [O:1]([CH2:8][CH2:9][NH2:10])[C:2]1[CH:7]=[CH:6][CH:5]=[CH:4][CH:3]=1.[CH2:11]([N:18]([CH2:23][C:24](O)=[O:25])[CH2:19][C:20](O)=[O:21])[C:12]1[CH:17]=[CH:16][CH:15]=[CH:14][CH:13]=1>C(Cl)(Cl)Cl>[O:1]([CH2:8][CH2:9][N:10]1[C:20](=[O:21])[CH2:19][N:18]([CH2:11][C:12]2[CH:13]=[CH:14][CH:15]=[CH:16][CH:17]=2)[CH2:23][C:24]1=[O:25])[C:2]1[CH:7]=[CH:6][CH:5]=[CH:4][CH:3]=1. Procedure details: 2-Phenoxyethylamine (1.37 g) and N-benzyliminodiacetic acid (2.23 g) were mixed and heated to 225°, and maintained at this temperature for 15 min. After cooling, chloroform was added and the product purified by column chromatography (SiO2 /CHCl3) to give the title compound as a reddish oil (2.1 g).